From a dataset of the Open Reaction Database (ORD), a public repository of structured organic reaction records. describe an organic reaction: reactants, conditions, products, and yield The reactants are CCCCCCCCCCCCO, CNC, O=[Cr]([O-])[O-], [Cu+2], [H][H]. The product is CCCCCCCCCCCCN(C)C. RXN SMILES: [CH2:4]([CH2:5][CH2:6][CH2:7][CH2:8][CH2:9][CH2:10][CH2:11][CH2:12][CH2:13][CH2:14][CH3:15])[OH:16].[CH3:1][NH:2][CH3:3].[Cr:19]([O-:20])([O-:21])=[O:22].[Cu+2:23].[H:17][H:18]>>[CH3:1][N:2]([CH3:3])[CH2:4][CH2:5][CH2:6][CH2:7][CH2:8][CH2:9][CH2:10][CH2:11][CH2:12][CH2:13][CH2:14][CH3:15]. Conditions: time 22.5 minute. Yields the product Cl.C(CCC(=O)[O-])(=O)[O-].N[C@@H](CCCCN)C(=O)O.N[C@@H](CCCCN)C(=O)O.[Na+].[Na+] (Sodium Dilysine Succinate Hydrochloride). RXN SMILES: O.[NH2:2][C@H:3]([C:9]([OH:11])=[O:10])[CH2:4][CH2:5][CH2:6][CH2:7][NH2:8].[C:12]([O-:19])(=[O:18])[CH2:13][CH2:14][C:15]([O-:17])=[O:16].[Na+:20].[Na+].C(O)(=O)CCC(O)=O.[ClH:30]>O>[ClH:30].[C:12]([O-:19])(=[O:18])[CH2:13][CH2:14][C:15]([O-:17])=[O:16].[NH2:2][C@H:3]([C:9]([OH:11])=[O:10])[CH2:4][CH2:5][CH2:6][CH2:7][NH2:8].[NH2:2][C@H:3]([C:9]([OH:11])=[O:10])[CH2:4][CH2:5][CH2:6][CH2:7][NH2:8].[Na+:20].[Na+:20] |f:0.1,2.3.4,8.9.10.11.12.13|. Solvent: O (water). Procedure details: 12 grams of L-lysine monohydrate is dissolved in 20 ml of water to which 6.0 ml of concentrated hydrochloric acid has been added. 2.964 grams of disodium succinate is added to neutralize some of the excess hydrochloric acid and 2.16 grams of succinic acid are added with mixing until effervescence ceases and all solids are dissolved. The solution is dried in a 110° C. oven until solids begin to form when cooled to room temperature. After 15 to 30 minutes solids form and are collected. Reactants: O.N[C@@H](CCCCN)C(=O)O (L-lysine monohydrate), Cl (hydrochloric acid), Cl (hydrochloric acid), C(CCC(=O)[O-])(=O)[O-].[Na+].[Na+] (disodium succinate), C(CCC(=O)O)(=O)O (succinic acid). Starting materials: CC(C)N, COC(=O)c1ccc2c(c1)OCCc1cc(C(=O)N(C)c3ccccc3Cl)sc1-2. The product is CC(C)NC(=O)c1ccc2c(c1)OCCc1cc(C(=O)N(C)c3ccccc3Cl)sc1-2. RXN SMILES: [CH3:30][CH:31]([CH3:32])[NH2:33].[Cl:1][c:2]1[c:3]([N:8]([C:9](=[O:10])[c:11]2[cH:12][c:13]3[c:14]([s:28]2)-[c:15]2[c:16]([cH:20][c:21]([C:24](=[O:25])[O:26][CH3:27])[cH:22][cH:23]2)[O:17][CH2:18][CH2:19]3)[CH3:29])[cH:4][cH:5][cH:6][cH:7]1>>[Cl:1][c:2]1[c:3]([N:8]([C:9](=[O:10])[c:11]2[cH:12][c:13]3[c:14]([s:28]2)-[c:15]2[c:16]([cH:20][c:21]([C:24](=[O:25])[NH:33][CH:31]([CH3:30])[CH3:32])[cH:22][cH:23]2)[O:17][CH2:18][CH2:19]3)[CH3:29])[cH:4][cH:5][cH:6][cH:7]1. The reactants are C([O-])(O)=O.[Na+] (sodium bicarbonate), [OH-].[K+] (potassium hydroxide), [Cl-].[NH4+] (ammonium chloride), N1=CC=C(C=C1)C=1C=NC(=NC1)C(=O)N1CCN(CC1)S(=O)(=O)C1=CC2=C(S1)C=C(C=C2)C#C[Si](C)(C)C (1-[[5-(4-pyridyl)pyrimidin-2-yl]carbonyl]-4-[(6-trimethylsilylethynylbenzo[b]thien-2-yl)sulfonyl]piperazine). The solvent is O1CCCC1 (tetrahydrofuran), CO (methanol). Reaction conditions: time 30 minute. Yields the product N1=CC=C(C=C1)C=1C=NC(=NC1)C(=O)N1CCN(CC1)S(=O)(=O)C1=CC2=C(S1)C=C(C=C2)C#C (4-[[5-(Pyridin-4-yl)pyrimidin-2-yl]carbonyl]-1-[(6-ethynylbenzo[b]thien-2-yl)sulfonyl]piperazine). Isolated yield 77.0%. As a reaction SMILES: [N:1]1[CH:6]=[CH:5][C:4]([C:7]2[CH:8]=[N:9][C:10]([C:13]([N:15]3[CH2:20][CH2:19][N:18]([S:21]([C:24]4[S:28][C:27]5[CH:29]=[C:30]([C:33]#[C:34][Si](C)(C)C)[CH:31]=[CH:32][C:26]=5[CH:25]=4)(=[O:23])=[O:22])[CH2:17][CH2:16]3)=[O:14])=[N:11][CH:12]=2)=[CH:3][CH:2]=1.[OH-].[K+].[Cl-].[NH4+].C(=O)(O)[O-].[Na+]>O1CCCC1.CO>[N:1]1[CH:2]=[CH:3][C:4]([C:7]2[CH:12]=[N:11][C:10]([C:13]([N:15]3[CH2:16][CH2:17][N:18]([S:21]([C:24]4[S:28][C:27]5[CH:29]=[C:30]([C:33]#[CH:34])[CH:31]=[CH:32][C:26]=5[CH:25]=4)(=[O:22])=[O:23])[CH2:19][CH2:20]3)=[O:14])=[N:9][CH:8]=2)=[CH:5][CH:6]=1 |f:1.2,3.4,5.6|. Procedure: In a mixed solvent of tetrahydrofuran (5 ml) and methanol (7 ml) was dissolved 1-[[5-(4-pyridyl)pyrimidin-2-yl]carbonyl]-4-[(6-trimethylsilylethynylbenzo[b]thien-2-yl)sulfonyl]piperazine (167 mg), followed by the addition of potassium hydroxide (34 mg). The resulting mixture was stirred at room temperature for 30 minutes. The reaction mixture was made weakly acidic with a saturated aqueous solution of ammonium chloride, and then made weakly alkaline with a saturated aqueous solution of sodium bi... Starting materials: ClCCN=C=O (chlorethyl isocyanate), NN1CC2=CC=CC=C2C1 (2-amino-isoindoline). Run in C1(=CC=CC=C1)C (toluene), C1(=CC=CC=C1)C (toluene). Run at time 1 hour. Yields the product O1C(=NCC1)NN1CC2=CC=CC=C2C1 (2-(2-oxazolin-2-ylamino)-isoindoline). Reaction SMILES: Cl[CH2:2][CH2:3][N:4]=[C:5]=[O:6].[NH2:7][N:8]1[CH2:16][C:15]2[C:10](=[CH:11][CH:12]=[CH:13][CH:14]=2)[CH2:9]1>C1(C)C=CC=CC=1>[O:6]1[CH2:2][CH2:3][N:4]=[C:5]1[NH:7][N:8]1[CH2:16][C:15]2[C:10](=[CH:11][CH:12]=[CH:13][CH:14]=2)[CH2:9]1. Reported procedure: 3.2 ml of (0.027 M) chlorethyl isocyanate in 15 ml of toluene are added dropwise to 5 g of (0.027 M) 2-amino-isoindoline in 100 ml toluene at a temperature of 20° to 30° C. After 1 hour, the precipitate is sucked off, washed with toluene and dried. Reactants: OC1=C(C(=CC2=C1[C@@]1(C(C3=CC=4C(C(=CC(C4C(=C3C([C@@]1([C@@H](C2)O)OC)=O)O)=O)NC2O[C@H]([C@@H]([C@H]([C@H]2OC)O)OC)C)=O)=O)O)C)C(=O)O ((6R,6aS,14aR)-1,6,8,14a-tetrahydroxy-11-((3R,4R,5R,6S)-4-hydroxy-3,5-dimethoxy-6-methyltetrahydro-2H-pyran-2-ylamino)-6a-methoxy-3-methyl-7,9,12,14-tetraoxo-5,6,6a,7,9,12,14,14a-octahydrobenzo[a]tetracene-2-carboxylic acid), polystyrene carbodiimide, O.ON1N=NC2=C1C=CC=C2 (1-hydroxybenzotriazole hydrate), CNC (dimethylamine). The solvent is C1CCOC1 (THF). Run at time 4 hour. The product is OC1=C(C(=CC2=C1[C@@]1(C(C3=CC=4C(C(=CC(C4C(=C3C([C@@]1([C@@H](C2)O)OC)=O)O)=O)NC2O[C@H]([C@@H]([C@H]([C@H]2OC)O)OC)C)=O)=O)O)C)C(=O)N(C)C ((6R,6aS,14aR)-1,6,8,14a-tetrahydroxy-11-((3R,4R,5R,6S)-4-hydroxy-3,5-dimethoxy-6-methyltetrahydro-2H-pyran-2-ylamino)-6a-methoxy-N,N,3-trimethyl-7,9,12,14-tetraoxo-5,6,6a,7,9,12,14,14a-octahydrobenzo[a]tetracene-2-carboxamide). Reaction SMILES: [OH:1][C:2]1[C:7]2[C@@:8]3([OH:45])[C@@:21]([O:25][CH3:26])([C@H:22]([OH:24])[CH2:23][C:6]=2[CH:5]=[C:4]([CH3:46])[C:3]=1[C:47](O)=[O:48])[C:20](=[O:27])[C:19]1[C:10](=[CH:11][C:12]2[C:13](=[O:43])[C:14]([NH:30][CH:31]4[C@H:36]([O:37][CH3:38])[C@H:35]([OH:39])[C@@H:34]([O:40][CH3:41])[C@H:33]([CH3:42])[O:32]4)=[CH:15][C:16](=[O:29])[C:17]=2[C:18]=1[OH:28])[C:9]3=[O:44].O.ON1C2C=CC=CC=2N=N1.[CH3:61][NH:62][CH3:63]>C1COCC1>[OH:1][C:2]1[C:7]2[C@@:8]3([OH:45])[C@@:21]([O:25][CH3:26])([C@H:22]([OH:24])[CH2:23][C:6]=2[CH:5]=[C:4]([CH3:46])[C:3]=1[C:47]([N:62]([CH3:63])[CH3:61])=[O:48])[C:20](=[O:27])[C:19]1[C:10](=[CH:11][C:12]2[C:13](=[O:43])[C:14]([NH:30][CH:31]4[C@H:36]([O:37][CH3:38])[C@H:35]([OH:39])[C@@H:34]([O:40][CH3:41])[C@H:33]([CH3:42])[O:32]4)=[CH:15][C:16](=[O:29])[C:17]=2[C:18]=1[OH:28])[C:9]3=[O:44] |f:1.2|. Procedure details: To a solution of (6R,6aS,14aR)-1,6,8,14a-tetrahydroxy-11-((3R,4R,5R,6S)-4-hydroxy-3,5-dimethoxy-6-methyltetrahydro-2H-pyran-2-ylamino)-6a-methoxy-3-methyl-7,9,12,14-tetraoxo-5,6,6a,7,9,12,14,14a-octahydrobenzo[a]tetracene-2-carboxylic acid (60 mg, 0.09 mmol) in THF (2 mL) was added polystyrene-carbodiimide (156 mg, 0.18 mmol), 1-hydroxybenzotriazole hydrate (18 mg, 0.13 mmol) and dimethylamine (0.09 mL, 0.13 mmol). The reaction mixture was stirred at room temperature under nitrogen for 4 h. The ... The reactants are C1CCOC1, COC(=O)CCC(C(N)=O)N1Cc2c(O)cccc2C1=O, OCc1ccc(CN2CCOCC2)c(Cl)c1, CC(C)OC(=O)N=NC(=O)OC(C)C, c1ccc(P(c2ccccc2)c2ccccc2)cc1. The product is COC(=O)CCC(C(N)=O)N1Cc2c(OCc3ccc(CN4CCOCC4)c(Cl)c3)cccc2C1=O. RXN SMILES: [CH2:71]1[O:72][CH2:73][CH2:74][CH2:75]1.[CH3:1][O:2][C:3]([CH2:4][CH2:5][CH:6]([N:7]1[C:8](=[O:17])[c:9]2[cH:10][cH:11][cH:12][c:13]([OH:16])[c:14]2[CH2:15]1)[C:18]([NH2:19])=[O:20])=[O:21].[Cl:55][c:56]1[cH:57][c:58]([CH2:69][OH:70])[cH:59][cH:60][c:61]1[CH2:62][N:63]1[CH2:64][CH2:65][O:66][CH2:67][CH2:68]1.[O:41]=[C:42]([O:43][CH:44]([CH3:45])[CH3:46])[N:47]=[N:48][C:49]([O:50][CH:51]([CH3:52])[CH3:53])=[O:54].[c:22]1([P:23]([c:24]2[cH:25][cH:26][cH:27][cH:28][cH:29]2)[c:30]2[cH:31][cH:32][cH:33][cH:34][cH:35]2)[cH:36][cH:37][cH:38][cH:39][cH:40]1>>[CH3:1][O:2][C:3]([CH2:4][CH2:5][CH:6]([N:7]1[C:8](=[O:17])[c:9]2[cH:10][cH:11][cH:12][c:13]([O:16][CH2:69][c:58]3[cH:57][c:56]([Cl:55])[c:61]([CH2:62][N:63]4[CH2:64][CH2:65][O:66][CH2:67][CH2:68]4)[cH:60][cH:59]3)[c:14]2[CH2:15]1)[C:18]([NH2:19])=[O:20])=[O:21].